This data is from the Open Reaction Database (ORD), a public repository of structured organic reaction records. The task is: describe an organic reaction: reactants, conditions, products, and yield The reactants are Cl.C(C)(C)N1CCN(CC1)C(=O)C1CCN(CC1)C1=CC=C(C=C1)C(=O)O (1-Isopropyl4-[1-(4-carboxy-phenyl)-piperidin-4-carbonyl]-piperazine hydrochloride), S(=O)(Cl)Cl (thionyl chloride). Yields the product Cl.C(C)(C)N1CCN(CC1)C(=O)C1CCN(CC1)C1=C(C=C(C=C1)C(=O)Cl)Cl (1-Isopropyl-4-[1-(2-chloro-4-chlorocarbonyl-phenyl)-piperidin-4-carbonyl]-piperazine hydrochloride). As a reaction SMILES: [ClH:1].[CH:2]([N:5]1[CH2:10][CH2:9][N:8]([C:11]([CH:13]2[CH2:18][CH2:17][N:16]([C:19]3[CH:24]=[CH:23][C:22]([C:25]([OH:27])=O)=[CH:21][CH:20]=3)[CH2:15][CH2:14]2)=[O:12])[CH2:7][CH2:6]1)([CH3:4])[CH3:3].S(Cl)([Cl:30])=O>>[ClH:30].[CH:2]([N:5]1[CH2:10][CH2:9][N:8]([C:11]([CH:13]2[CH2:18][CH2:17][N:16]([C:19]3[CH:24]=[CH:23][C:22]([C:25]([Cl:1])=[O:27])=[CH:21][C:20]=3[Cl:30])[CH2:15][CH2:14]2)=[O:12])[CH2:7][CH2:6]1)([CH3:4])[CH3:3] |f:0.1,3.4|. Procedure details: 1-Isopropyl4-[1-(4-carboxy-phenyl)-piperidin-4-carbonyl]-piperazine hydrochloride (D9) (0.25 g) was dissolved in thionyl chloride (10 ml) and heated at reflux for 1.5 h. The reaction mixture was then evaporated to a minimum (co-evaporated with DCM, 3×10 ml) to give the subtitled compound as a yellow oil (0.25 g). The reactants are CCCCCCCCCCCCCCCCN(CCCCCCCCCCCCCCCC)Cc1cccc(C(=N)SCC)c1, CC(=O)O, NC1CCCC1, ClC(Cl)Cl, Cl, Cl. Product: CCCCCCCCCCCCCCCCN(CCCCCCCCCCCCCCCC)Cc1cccc(C(=N)NC2CCCC2)c1. RXN SMILES: [CH2:3]([S:4][C:6]([c:7]1[cH:8][c:9]([CH2:13][N:14]([CH2:15][CH2:16][CH2:17][CH2:18][CH2:19][CH2:20][CH2:21][CH2:22][CH2:23][CH2:24][CH2:25][CH2:26][CH2:27][CH2:28][CH2:29][CH3:30])[CH2:31][CH2:32][CH2:33][CH2:34][CH2:35][CH2:36][CH2:37][CH2:38][CH2:39][CH2:40][CH2:41][CH2:42][CH2:43][CH2:44][CH2:45][CH3:46])[cH:10][cH:11][cH:12]1)=[NH:47])[CH3:5].[CH3:54][C:55](=[O:56])[OH:57].[CH:48]1([NH2:53])[CH2:49][CH2:50][CH2:51][CH2:52]1.[CH:58]([Cl:59])([Cl:60])[Cl:61].[ClH:1].[ClH:2]>>[C:6]([c:7]1[cH:8][c:9]([CH2:13][N:14]([CH2:15][CH2:16][CH2:17][CH2:18][CH2:19][CH2:20][CH2:21][CH2:22][CH2:23][CH2:24][CH2:25][CH2:26][CH2:27][CH2:28][CH2:29][CH3:30])[CH2:31][CH2:32][CH2:33][CH2:34][CH2:35][CH2:36][CH2:37][CH2:38][CH2:39][CH2:40][CH2:41][CH2:42][CH2:43][CH2:44][CH2:45][CH3:46])[cH:10][cH:11][cH:12]1)(=[NH:47])[NH:53][CH:48]1[CH2:49][CH2:50][CH2:51][CH2:52]1.